This data is from the Open Reaction Database (ORD), a public repository of structured organic reaction records. The task is: describe an organic reaction: reactants, conditions, products, and yield Procedure: A mixture of diethyl 2-(2,4,6-trifluorophenyl)malonate (U.S. Pat. No. 6,156,925)(870 mg, 3.0 mmol), 2-pyrazinecarboxamidine hydrochloride (500 mg, 3.15 mmol), and 600 mg of tributylamine is stirred under nitrogen atmosphere at 180° C. for 1 h and cooled to room temperature. The mixture is cooled to room temperature and treated with 1.0 N hydrochloric acid. The precipitates are collected by filtration, washed with water and dried to give 2-pyrazin-2-yl-5-(2,4,6-trifluorophenyl)pyrimidine-4,6-diol... As a reaction SMILES: [F:1][C:2]1[CH:7]=[C:6]([F:8])[CH:5]=[C:4]([F:9])[C:3]=1[CH:10]([C:16]([O:18]CC)=O)[C:11]([O:13]CC)=O.Cl.[N:22]1[CH:27]=[CH:26][N:25]=[CH:24][C:23]=1[C:28]([NH2:30])=[NH:29].C(N(CCCC)CCCC)CCC.Cl>>[N:22]1[CH:27]=[CH:26][N:25]=[CH:24][C:23]=1[C:28]1[N:30]=[C:11]([OH:13])[C:10]([C:3]2[C:4]([F:9])=[CH:5][C:6]([F:8])=[CH:7][C:2]=2[F:1])=[C:16]([OH:18])[N:29]=1 |f:1.2|. Starting materials: FC1=C(C(=CC(=C1)F)F)C(C(=O)OCC)C(=O)OCC (diethyl 2-(2,4,6-trifluorophenyl)malonate), Cl (hydrochloric acid), Cl.N1=C(C=NC=C1)C(=N)N (2-pyrazinecarboxamidine hydrochloride), C(CCC)N(CCCC)CCCC (tributylamine). The product is N1=C(C=NC=C1)C1=NC(=C(C(=N1)O)C1=C(C=C(C=C1F)F)F)O (2-pyrazin-2-yl-5-(2,4,6-trifluorophenyl)pyrimidine-4,6-diol). The reactants are C(C)(=O)C=1C(N(C2=NC=CC=C2C1O)C1=CC=CC=C1)=O (3-acetyl-4-hydroxy-1phenyl[1,8]naphthyridin-2(1H)-one), O.NN (hydrazine monohydrate). Run in C(C)(=O)O (acetic acid). Product: CC1=NNC2=C1C(N(C=1N=CC=CC21)C2=CC=CC=C2)=O (3-Methyl-5-phenyl-1H-pyrazolo[4,3-c][1,8]naphthyridin-4(5H)-one). The yield is 44.3%. As a reaction SMILES: [C:1]([C:4]1[C:5](=[O:21])[N:6]([C:15]2[CH:20]=[CH:19][CH:18]=[CH:17][CH:16]=2)[C:7]2[C:12]([C:13]=1O)=[CH:11][CH:10]=[CH:9][N:8]=2)(=O)[CH3:2].O.[NH2:23][NH2:24]>C(O)(=O)C>[CH3:2][C:1]1[C:4]2[C:5](=[O:21])[N:6]([C:15]3[CH:20]=[CH:19][CH:18]=[CH:17][CH:16]=3)[C:7]3[N:8]=[CH:9][CH:10]=[CH:11][C:12]=3[C:13]=2[NH:24][N:23]=1 |f:1.2|. Reported procedure: Compound 102 in an amount of 1.2 g (4.3 millimoles) was suspended in 10 ml of glacial acetic acid, and 0.46 ml (9.4 millimoles) of hydrazine monohydrate was added to the suspension. Thereafter, the mixture was heated under reflux for 3 hours. The reaction solution was cooled to room temperature, and the precipitate was collected by filtration and recrystallized from DMF-water to give 530 mg (yield: 44.3%) of Compound 2. The reactants are C(C)(C)(C)OC(=O)N(C(=O)OC(C)(C)C)CC=1C=C(N)C=CC1 (3-(di-(t-butoxycarbonyl)aminomethyl)aniline), tetrakistriphenylphosphine palladium, C([O-])([O-])=O.[K+].[K+] (potassium carbonate), ClC1=NC(=CC=C1)OC (2-chloro-6-methoxypyridine), C1(=CC=CC=C1)C (toluene). Solvent: O (water), C(C)(=O)OCC (ethyl acetate). The product is C(C)(C)(C)OC(=O)N(C(=O)OC(C)(C)C)CC=1C=C(C=CC1)NC1=NC(=CC=C1)OC (2-(3-(di-(t-butoxycarbonyl)aminomethyl)phenylamino)-6-methoxypyridine). Isolated yield 81.8%. As a reaction SMILES: [C:1]([O:5][C:6]([N:8]([CH2:16][C:17]1[CH:18]=[C:19]([CH:21]=[CH:22][CH:23]=1)[NH2:20])[C:9]([O:11][C:12]([CH3:15])([CH3:14])[CH3:13])=[O:10])=[O:7])([CH3:4])([CH3:3])[CH3:2].C(=O)([O-])[O-].[K+].[K+].Cl[C:31]1[CH:36]=[CH:35][CH:34]=[C:33]([O:37][CH3:38])[N:32]=1.C1(C)C=CC=CC=1>O.C(OCC)(=O)C>[C:1]([O:5][C:6]([N:8]([CH2:16][C:17]1[CH:18]=[C:19]([NH:20][C:31]2[CH:36]=[CH:35][CH:34]=[C:33]([O:37][CH3:38])[N:32]=2)[CH:21]=[CH:22][CH:23]=1)[C:9]([O:11][C:12]([CH3:15])([CH3:14])[CH3:13])=[O:10])=[O:7])([CH3:2])([CH3:3])[CH3:4] |f:1.2.3|. Procedure: A mixture of 3-(di-(t-butoxycarbonyl)aminomethyl)aniline (50 mg), tetrakistriphenylphosphine palladium (18 mg), potassium carbonate (24 mg), 2-chloro-6-methoxypyridine (25 mg) and toluene (3 ml) was heated under reflux under nitrogen atmosphere for 16 h and, thereafter, ethyl acetate and water were added. The organic layer was washed with a saturated aqueous sodium chloride solution, dried with anhydrous sodium sulfate and concentrated under reduced pressure. The resulting residue was purified b...